This data is from the Open Reaction Database (ORD), a public repository of structured organic reaction records. The task is: describe an organic reaction: reactants, conditions, products, and yield Starting materials: O=C(CBr)Nc1ccc(Br)cc1, [K+], [K+], O=C([O-])[O-], CN(C)C=O, c1ccc2[nH]cnc2c1. Product: O=C(Cn1cnc2ccccc21)Nc1ccc(Br)cc1. Reaction SMILES: [Br:1][CH2:2][C:3](=[O:4])[NH:5][c:6]1[cH:7][cH:8][c:9]([Br:12])[cH:10][cH:11]1.[K+:22].[K+:23].[O-:24][C:25]([O-:26])=[O:27].[O:28]=[CH:29][N:30]([CH3:31])[CH3:32].[n:13]1[cH:14][nH:15][c:16]2[c:17]1[cH:18][cH:19][cH:20][cH:21]2>>[CH2:2]([C:3](=[O:4])[NH:5][c:6]1[cH:7][cH:8][c:9]([Br:12])[cH:10][cH:11]1)[n:13]1[cH:14][n:15][c:16]2[c:17]1[cH:18][cH:19][cH:20][cH:21]2. Reactants: CSCc1c(C(=O)c2ccccc2)[n+]([O-])c2ccccc2[n+]1[O-], ClC(Cl)Cl, O=C(OO)c1cccc(Cl)c1. Product: CS(=O)Cc1c(C(=O)c2ccccc2)[n+]([O-])c2ccccc2[n+]1[O-]. Reaction SMILES: [C:1]([c:2]1[cH:3][cH:4][cH:5][cH:6][cH:7]1)(=[O:8])[c:9]1[n+:10]([O-:23])[c:11]2[cH:12][cH:13][cH:14][cH:15][c:16]2[n+:17]([O-:22])[c:18]1[CH2:19][S:20][CH3:21].[CH:35]([Cl:36])([Cl:37])[Cl:38].[OH:24][O:25][C:26]([c:27]1[cH:28][c:29]([Cl:30])[cH:31][cH:32][cH:33]1)=[O:34]>>[C:1]([c:2]1[cH:3][cH:4][cH:5][cH:6][cH:7]1)(=[O:8])[c:9]1[n+:10]([O-:23])[c:11]2[cH:12][cH:13][cH:14][cH:15][c:16]2[n+:17]([O-:22])[c:18]1[CH2:19][S:20]([CH3:21])=[O:24]. Reactants: OO (hydrogen peroxide), CC1(N=CC2=C3C(C(CC2C1=O)=O)=NC(=N3)C3=C(C=CC(=C3)SC)OC)C (7,7-dimethyl-2-(2-methoxy-5-metylmercapto-phenyl)-5H,7H-imidazo[4,5-h]isoquinoline-4,6-dione), C([O-])([O-])=O.[K+].[K+] (potassium carbonate). Run in O (water), C(C)(=O)O (acetic acid). Reaction conditions: time 30 minute. Yields the product CC1(N=CC2=C3C(C(CC2C1=O)=O)=NC(=N3)C3=C(C=CC(=C3)S(=O)C)OC)C (7,7-Dimethyl-2-(2-methoxy-5-methylsulfinyl-phenyl)-5H,7H-imidazo[4,5-h]isoquinoline-4,6-dione). RXN SMILES: [CH3:1][C:2]1([CH3:27])[C:11](=[O:12])[CH:10]2[C:5](=[C:6]3[N:16]=[C:15]([C:17]4[CH:22]=[C:21]([S:23][CH3:24])[CH:20]=[CH:19][C:18]=4[O:25][CH3:26])[N:14]=[C:7]3[C:8](=[O:13])[CH2:9]2)[CH:4]=[N:3]1.OO.C(=O)([O-])[O-:31].[K+].[K+]>C(O)(=O)C.O>[CH3:1][C:2]1([CH3:27])[C:11](=[O:12])[CH:10]2[C:5](=[C:6]3[N:16]=[C:15]([C:17]4[CH:22]=[C:21]([S:23]([CH3:24])=[O:31])[CH:20]=[CH:19][C:18]=4[O:25][CH3:26])[N:14]=[C:7]3[C:8](=[O:13])[CH2:9]2)[CH:4]=[N:3]1 |f:2.3.4|. Procedure: 3.0 gm of 7,7-dimethyl-2-(2-methoxy-5-metylmercapto-phenyl)-5H,7H-imidazo[4,5-h]isoquinoline-4,6-dione were dissolved in 60 ml of glacial acetic acid and then 0.88 ml of 30% hydrogen peroxide were slowly added dropwise at room temperature. After stirring for 30 minutes, the solution was neutralized with an aqueous saturated potassium carbonate solution, diluted with water and extracted with chloroform. The residual crude product obtained after evaporation of the chloroform was purified on a sili... Reactants: COC1=CC=C2COC(C2=C1)=O (6-Methoxy-3H-isobenzofuran-1-one), BrN1C(CCC1=O)=O (N-bromosuccinimide), C(C1=CC=CC=C1)OOCC1=CC=CC=C1 (benzyl peroxide). Solvent: C(Cl)(Cl)(Cl)Cl (CCl4). Reaction conditions: time 2.5 hour. Product: BrC1OC(C2=CC(=CC=C12)OC)=O (3-Bromo-6-methoxy-3H-isobenzofuran-1-one). The yield is 78.5%. As a reaction SMILES: [CH3:1][O:2][C:3]1[CH:11]=[C:10]2[C:6]([CH2:7][O:8][C:9]2=[O:12])=[CH:5][CH:4]=1.[Br:13]N1C(=O)CCC1=O.C(OOCC1C=CC=CC=1)C1C=CC=CC=1>C(Cl)(Cl)(Cl)Cl>[Br:13][CH:7]1[C:6]2[C:10](=[CH:11][C:3]([O:2][CH3:1])=[CH:4][CH:5]=2)[C:9](=[O:12])[O:8]1. Reported procedure: 6-Methoxy-3H-isobenzofuran-1-one (35.28 g, 0.215 mole), prepared as described in example 34, suspended in CCl4 (350 ml) under N2 was added with N-bromosuccinimide (40 g, 0.225 mole) and benzyl peroxide in catalytic amount, then slowly brought to reflux. After 2.5 hours the heating was stopped and the mixture was left to stand overnight at room temperature. Further catalyst was added and the mixture was heated for further 3.5 hours. The mixture was cooled in ice, filtered over celite washing well... Reactants: O=C([O-])O, CCN=C=NCCCN(C)C, CN1CCNCC1, COc1cc(C(=O)O)ccc1-c1nc2c(c(C3CCCCC3)nn2C)c(=O)[nH]1, ClCCl, Cl, [Na+]. Yields the product COc1cc(C(=O)N2CCN(C)CC2)ccc1-c1nc2c(c(C3CCCCC3)nn2C)c(=O)[nH]1. Reaction SMILES: [C:48](=[O:49])([O-:50])[OH:51].[CH2:37]([N:38]=[C:39]=[N:40][CH2:41][CH2:42][CH2:43][N:44]([CH3:45])[CH3:46])[CH3:47].[CH3:29][N:30]1[CH2:31][CH2:32][NH:33][CH2:34][CH2:35]1.[CH:1]1([c:7]2[n:8][n:9]([CH3:28])[c:10]3[n:11][c:12](-[c:17]4[c:18]([O:26][CH3:27])[cH:19][c:20]([C:21](=[O:22])[OH:23])[cH:24][cH:25]4)[nH:13][c:14](=[O:16])[c:15]23)[CH2:2][CH2:3][CH2:4][CH2:5][CH2:6]1.[Cl:53][CH2:54][Cl:55].[ClH:36].[Na+:52]>>[CH:1]1([c:7]2[n:8][n:9]([CH3:28])[c:10]3[n:11][c:12](-[c:17]4[c:18]([O:26][CH3:27])[cH:19][c:20]([C:21](=[O:22])[N:33]5[CH2:32][CH2:31][N:30]([CH3:29])[CH2:35][CH2:34]5)[cH:24][cH:25]4)[nH:13][c:14](=[O:16])[c:15]23)[CH2:2][CH2:3][CH2:4][CH2:5][CH2:6]1. Starting materials: [Li]CCCC, C1CCOC1, COc1ccc(CNC(=O)OC(C)(C)C)c(OC)c1, COCCl. Yields the product COCN(Cc1ccc(OC)cc1OC)C(=O)OC(C)(C)C. Reaction SMILES: [CH2:20]([Li:21])[CH2:22][CH2:23][CH3:24].[CH2:29]1[O:30][CH2:31][CH2:32][CH2:33]1.[CH3:1][O:2][c:3]1[c:4]([CH2:5][NH:6][C:7]([O:8][C:9]([CH3:10])([CH3:11])[CH3:12])=[O:13])[cH:14][cH:15][c:16]([O:18][CH3:19])[cH:17]1.[Cl:25][CH2:26][O:27][CH3:28]>>[CH3:1][O:2][c:3]1[c:4]([CH2:5][N:6]([C:7]([O:8][C:9]([CH3:10])([CH3:11])[CH3:12])=[O:13])[CH2:26][O:27][CH3:28])[cH:14][cH:15][c:16]([O:18][CH3:19])[cH:17]1. The reactants are COC(=O)CBr, CS(C)=O, CC(=O)CC(=O)c1ccc(Cl)cc1, [H-], [Na+]. Product: COC(=O)CC(C(C)=O)C(=O)c1ccc(Cl)cc1. Reaction SMILES: [Br:16][CH2:17][C:18](=[O:19])[O:20][CH3:21].[CH3:22][S:23](=[O:24])[CH3:25].[Cl:1][c:2]1[cH:3][cH:4][c:5]([C:8]([CH2:9][C:10]([CH3:11])=[O:12])=[O:13])[cH:6][cH:7]1.[H-:14].[Na+:15]>>[Cl:1][c:2]1[cH:3][cH:4][c:5]([C:8]([CH:9]([C:10]([CH3:11])=[O:12])[CH2:17][C:18](=[O:19])[O:20][CH3:21])=[O:13])[cH:6][cH:7]1. The reactants are COC(=O)CCC(C)=CCc1c(COCc2ccc(OC)cc2)c(C)c2c(c1OS(=O)(=O)c1ccc(C)cc1)C(=O)OC2, O=C(O)C(F)(F)F. The product is COC(=O)CCC(C)=CCc1c(CO)c(C)c2c(c1OS(=O)(=O)c1ccc(C)cc1)C(=O)OC2. RXN SMILES: [CH3:1][O:2][c:3]1[cH:4][cH:5][c:6]([CH2:7][O:8][CH2:9][c:10]2[c:11]([CH2:32][CH:33]=[C:34]([CH2:35][CH2:36][C:37](=[O:38])[O:39][CH3:40])[CH3:41])[c:12]([O:21][S:22](=[O:23])(=[O:24])[c:25]3[cH:26][cH:27][c:28]([CH3:31])[cH:29][cH:30]3)[c:13]3[c:17]([c:18]2[CH3:19])[CH2:16][O:15][C:14]3=[O:20])[cH:42][cH:43]1.[OH:44][C:45]([C:46]([F:47])([F:48])[F:49])=[O:50]>>[OH:8][CH2:9][c:10]1[c:11]([CH2:32][CH:33]=[C:34]([CH2:35][CH2:36][C:37](=[O:38])[O:39][CH3:40])[CH3:41])[c:12]([O:21][S:22](=[O:23])(=[O:24])[c:25]2[cH:26][cH:27][c:28]([CH3:31])[cH:29][cH:30]2)[c:13]2[c:17]([c:18]1[CH3:19])[CH2:16][O:15][C:14]2=[O:20].